The task is: describe an organic reaction: reactants, conditions, products, and yield. This data is from the Open Reaction Database (ORD), a public repository of structured organic reaction records. Starting materials: IC1=C(N)C(=CC(=C1)C(C(F)(F)F)(C(C(F)(F)F)(F)F)F)I (2,6-diiodo-4-(perfluorobutan-2-yl)aniline), [N+](=O)([O-])C=1C=C(C(=O)Cl)C=CC1 (3-nitrobenzoyl chloride). The product is IC1=C(C(=CC(=C1)C(C(F)(F)F)(C(C(F)(F)F)(F)F)F)I)NC(C1=CC(=CC=C1)[N+](=O)[O-])=O (N-(2,6-diiodo-4-(perfluorobutan-2-yl)phenyl)-3-nitrobenzamide). RXN SMILES: [I:1][C:2]1[CH:8]=[C:7]([C:9]([F:21])([C:14]([F:20])([F:19])[C:15]([F:18])([F:17])[F:16])[C:10]([F:13])([F:12])[F:11])[CH:6]=[C:5]([I:22])[C:3]=1[NH2:4].[N+:23]([C:26]1[CH:27]=[C:28]([CH:32]=[CH:33][CH:34]=1)[C:29](Cl)=[O:30])([O-:25])=[O:24]>>[I:1][C:2]1[CH:8]=[C:7]([C:9]([F:21])([C:14]([F:19])([F:20])[C:15]([F:16])([F:17])[F:18])[C:10]([F:11])([F:12])[F:13])[CH:6]=[C:5]([I:22])[C:3]=1[NH:4][C:29](=[O:30])[C:28]1[CH:32]=[CH:33][CH:34]=[C:26]([N+:23]([O-:25])=[O:24])[CH:27]=1. Procedure: According to the method of 4-3 of Example 4, a target compound was prepared from 2,6-diiodo-4-(perfluorobutan-2-yl)aniline and 3-nitrobenzoyl chloride. Reactants: ClC1=CC=C(C=C1)NC(C=1C=C(C(=O)N)C=CC1OC)=O (3-N-(4-chlorophenyl)-4-methoxyisophthalamide), BrCC1CC1 ((bromomethyl)cyclopropane). Product: ClC1=CC=C(C=C1)NC(C=1C=C(C(=O)N)C=CC1OCC1CC1)=O (3-N-(4-chlorophenyl)-4-cyclopropylmethoxy-isophthalamide). As a reaction SMILES: [Cl:1][C:2]1[CH:7]=[CH:6][C:5]([NH:8][C:9](=[O:21])[C:10]2[CH:11]=[C:12]([CH:16]=[CH:17][C:18]=2[O:19][CH3:20])[C:13]([NH2:15])=[O:14])=[CH:4][CH:3]=1.BrC[CH:24]1[CH2:26][CH2:25]1>>[Cl:1][C:2]1[CH:7]=[CH:6][C:5]([NH:8][C:9](=[O:21])[C:10]2[CH:11]=[C:12]([CH:16]=[CH:17][C:18]=2[O:19][CH2:20][CH:24]2[CH2:26][CH2:25]2)[C:13]([NH2:15])=[O:14])=[CH:4][CH:3]=1. Procedure details: The captioned compound was synthesized from 3-N-(4-chlorophenyl)-4-methoxyisophthalamide and (bromomethyl)cyclopropane by the same procedure as in the manufacturing method described in Example 1-1-2. Starting materials: Nc1ccc(Br)cc1I, ClCCl, [Na+], [OH-], OB(O)c1ccc(F)cc1. Product: Nc1ccc(Br)cc1-c1ccc(F)cc1. RXN SMILES: [Br:1][c:2]1[cH:3][c:4]([I:9])[c:5]([NH2:6])[cH:7][cH:8]1.[Cl:20][CH2:21][Cl:22].[Na+:24].[OH-:23].[OH:10][B:11]([OH:12])[c:13]1[cH:14][cH:15][c:16]([F:17])[cH:18][cH:19]1>>[Br:1][c:2]1[cH:3][c:4](-[c:13]2[cH:14][cH:15][c:16]([F:17])[cH:18][cH:19]2)[c:5]([NH2:6])[cH:7][cH:8]1. The reactants are ClCCl, COC(=O)COc1cc(C)nc(N)n1, [Na+], [OH-], O=C=NS(=O)(=O)c1cccs1. The product is COC(=O)COc1cc(C)nc(NC(=O)NS(=O)(=O)c2cccs2)n1. RXN SMILES: [CH2:28]([Cl:29])[Cl:30].[NH2:1][c:2]1[n:3][c:4]([CH3:14])[cH:5][c:6]([O:8][CH2:9][C:10](=[O:11])[O:12][CH3:13])[n:7]1.[Na+:27].[OH-:26].[s:15]1[c:16]([S:20](=[O:21])(=[O:22])[N:23]=[C:24]=[O:25])[cH:17][cH:18][cH:19]1>>[NH:1]([c:2]1[n:3][c:4]([CH3:14])[cH:5][c:6]([O:8][CH2:9][C:10](=[O:11])[O:12][CH3:13])[n:7]1)[C:24]([NH:23][S:20]([c:16]1[s:15][cH:19][cH:18][cH:17]1)(=[O:21])=[O:22])=[O:25]. The reactants are O1CCN2CC(C3=CC=CC1=C23)CN2C(C3=CC=CC=C3C2=O)=O ((rac)-2-(2,3,5,6-tetrahydro[1,4]oxazino[2,3,4-hi]indol-6-ylmethyl)-1H-isoindole-1,3(2H)-dione), BrN1C(CCC1=O)=O (N-bromosuccinimide), O (water). The solvent is CN(C)C=O (DMF). Run at time 1 hour. Yields the product BrC=1C=C2C(CN3C2=C(C1)OCC3)CN3C(C1=CC=CC=C1C3=O)=O ((rac)-2-[(8-bromo-2,3,5,6-tetrahydro[1,4]oxazino-[2,3,4-hi]indol-6-yl)methyl]-1H-isoindole-1,3(2H)-dione). RXN SMILES: [O:1]1[C:11]2=[C:12]3[C:7](=[CH:8][CH:9]=[CH:10]2)[CH:6]([CH2:13][N:14]2[C:22](=[O:23])[C:21]4[C:16](=[CH:17][CH:18]=[CH:19][CH:20]=4)[C:15]2=[O:24])[CH2:5][N:4]3[CH2:3][CH2:2]1.[Br:25]N1C(=O)CCC1=O.O>CN(C=O)C>[Br:25][C:9]1[CH:8]=[C:7]2[C:12]3=[C:11]([O:1][CH2:2][CH2:3][N:4]3[CH2:5][CH:6]2[CH2:13][N:14]2[C:22](=[O:23])[C:21]3[C:16](=[CH:17][CH:18]=[CH:19][CH:20]=3)[C:15]2=[O:24])[CH:10]=1. Procedure: To a solution of (rac)-2-(2,3,5,6-tetrahydro[1,4]oxazino[2,3,4-hi]indol-6-ylmethyl)-1H-isoindole-1,3(2H)-dione (0.030 g, 0.094 mmol) in DMF (1.0 mL) was added the solution of N-bromosuccinimide (0.018 g, 0.098 mmol). The reaction mixture was stirred at room temperature for 1 hour and water (10.0 mL) was added. The aqueous solution was extracted with EtOAc (3×) and the combined EtOAc solution was dried over MgSO4 and filtered. The filtrate was concentrated in vacuo to dryness to give 0.035 g (94%... Reactants: C1CNCCC1C(=O)N, COC1=CC(=CC=C1)Br. The reagents and catalysts are [Li+].C[Si](C)(C)[N-][Si](C)(C)C, CC(C)CN1CCN2CCN(P1N(CC2)CC(C)C)CC(C)C, CC(=O)O.CC(=O)O.[Pd]. Run in CC1=CC=CC=C1. Run at temperature 100 celsius. The product is COC1=CC=CC(=C1)N2CCC(CC2)C(=O)N. Isolated yield 0.0%. Reported procedure: piperidine-4-carboxamide (0.411 g, 3.21 mmol); 1-bromo-3-methoxybenzene (0.339 mL, 2.67 mmol) and diacetoxypalladium (0.120 g, 0.53 mmol) were thoroughly placed under an inert atmoshere. To this was added 2,8,9-triisobutyl-2,5,8,9-tetraaza-1-phosphabicyclo[3.3.3]undecane (0.037 g, 0.11 mmol); LITHIUM BIS(TRIMETHYLSILYL)AMIDE (6.15 mL, 6.15 mmol) and toluene (10 mL). The resultant mixture was stirred at 100 °C overnight.  No sign of reaction by LCMS overnight.  Abandoned